Dataset: the Open Reaction Database (ORD), a public repository of structured organic reaction records. Task: describe an organic reaction: reactants, conditions, products, and yield The reactants are C1CCOC1, CCC(CC)(NC(=O)c1ccc(C2CC2)c(OCC2CCCO2)n1)C(=O)OC, Cl, [Li+], [Na+], [OH-], [OH-], O, O. Product: CCC(CC)(NC(=O)c1ccc(C2CC2)c(OCC2CCCO2)n1)C(=O)O. Reaction SMILES: [CH2:35]1[O:36][CH2:37][CH2:38][CH2:39]1.[CH3:1][O:2][C:3]([C:4]([CH2:5][CH3:6])([CH2:7][CH3:8])[NH:9][C:10](=[O:11])[c:12]1[n:13][c:14]([O:21][CH2:22][CH:23]2[O:24][CH2:25][CH2:26][CH2:27]2)[c:15]([CH:18]2[CH2:19][CH2:20]2)[cH:16][cH:17]1)=[O:28].[ClH:34].[Li+:31].[Na+:33].[OH-:30].[OH-:32].[OH2:29].[OH2:40]>>[O:2]=[C:3]([C:4]([CH2:5][CH3:6])([CH2:7][CH3:8])[NH:9][C:10](=[O:11])[c:12]1[n:13][c:14]([O:21][CH2:22][CH:23]2[O:24][CH2:25][CH2:26][CH2:27]2)[c:15]([CH:18]2[CH2:19][CH2:20]2)[cH:16][cH:17]1)[OH:28]. Reactants: C(C(=O)O)(=O)O (oxalic acid), N1C=CC2=CC=CC=C12 (indole), O1C(COC2=C1C=CC=C2)CN2CCNCC2 (1-[(2,3-dihydro-1,4-benzodioxin-2-yl)methyl]piperazine), CO (methanol). Run in C(C)(=O)OCC (ethyl acetate), C(C)(=O)OCC (ethyl acetate). Product: C(C(=O)O)(=O)O.N1C=CC2=C(C=CC=C12)OC[C@H](CN1CCN(CC1)CC1COC2=C(O1)C=CC=C2)O ((2S)-(-)-1-(4-indolyloxy)-3-(4-[(2,3-dihydro-1,4-benzodioxin-2-yl)methyl]piperazin-1-yl)-2-propanol ethanedioate). As a reaction SMILES: [NH:1]1[C:9]2[C:4](=[CH:5][CH:6]=[CH:7][CH:8]=2)[CH:3]=[CH:2]1.[O:10]1[C:15]2[CH:16]=[CH:17][CH:18]=[CH:19][C:14]=2[O:13][CH2:12][CH:11]1[CH2:20][N:21]1[CH2:26][CH2:25][NH:24][CH2:23][CH2:22]1.[C:27]([OH:32])(=[O:31])[C:28]([OH:30])=[O:29].[CH3:33]O>C(OCC)(=O)C>[C:27]([OH:32])(=[O:31])[C:28]([OH:30])=[O:29].[NH:1]1[C:9]2[C:4](=[C:5]([O:29][CH2:28][C@@H:27]([OH:32])[CH2:33][N:24]3[CH2:23][CH2:22][N:21]([CH2:20][CH:11]4[O:10][C:15]5[CH:16]=[CH:17][CH:18]=[CH:19][C:14]=5[O:13][CH2:12]4)[CH2:26][CH2:25]3)[CH:6]=[CH:7][CH:8]=2)[CH:3]=[CH:2]1 |f:5.6|. Procedure details: The title compound was prepared in similar fashion from S)-(+)-4-(oxiranylmethoxy)-1H)indole and 1-[(2,3-dihydro-1,4-benzodioxin-2-yl)methyl]piperazine. The resulting free base was dissolved in ethyl acetate, and precipitated with one equivalent of oxalic acid in ethyl acetate in 77% overall yield. FDMS m/e=423 (M+ of free base). α[D]589 =-10.21 (c=0.82, methanol). The reactants are ClC=1C=CC(=C2N3C(=NC21)N(CCCC3)C3=C(C=C(C=C3)Cl)Cl)N (10-chloro-1-(2,4-dichlorophenyl)-2,3,4,5-tetrahydro-1H-[1,3]diazepino[1,2-a]benzimidazol-7-amine), C(C)=O (acetaldehyde), C(C)(=O)O[BH-](OC(C)=O)OC(C)=O.[Na+] (sodium triacetoxyborohydride), resultant mixture. The solvent is CO (methanol), C(C)(=O)O (acetic acid). Conditions: time 5 hour. Yields the product ClC=1C(=C(C(=C2N3C(=NC21)N(CCCC3)C3=C(C=C(C=C3)Cl)Cl)N)CC)CC (10-Chloro-1-(2,4-dichlorophenyl)-diethyl-2,3,4,5-tetrahydro-1H-[1,3]diazepino[1,2-a]benzimidazol-7-amine). The yield is 24.0%. As a reaction SMILES: [Cl:1][C:2]1[CH:3]=[CH:4][C:5]([NH2:24])=[C:6]2[C:10]=1[N:9]=[C:8]1[N:11]([C:16]3[CH:21]=[CH:20][C:19]([Cl:22])=[CH:18][C:17]=3[Cl:23])[CH2:12][CH2:13][CH2:14][CH2:15][N:7]21.[CH:25](=O)[CH3:26].[C:28](O[BH-](OC(=O)C)OC(=O)C)(=O)[CH3:29].[Na+]>CO.C(O)(=O)C>[Cl:1][C:2]1[C:3]([CH2:25][CH3:26])=[C:4]([CH2:28][CH3:29])[C:5]([NH2:24])=[C:6]2[C:10]=1[N:9]=[C:8]1[N:11]([C:16]3[CH:21]=[CH:20][C:19]([Cl:22])=[CH:18][C:17]=3[Cl:23])[CH2:12][CH2:13][CH2:14][CH2:15][N:7]21 |f:2.3|. Procedure details: To a solution of 10-chloro-1-(2,4-dichlorophenyl)-2,3,4,5-tetrahydro-1H-[1,3]diazepino[1,2-a]benzimidazol-7-amine (29 mg, 0.075 mmol) in methanol (5.0 mL) and acetic acid (1.0 mL) was added acetaldehyde (0.05 mL, 0.84 mmol) at 0° C. The resultant mixture was stirred at 0° C. for 30 min. To the reaction mixture was added sodium triacetoxyborohydride (173 mg, 0.84 mmol) at 0° C. After stirring at room temperature for 5 h, the mixture was con concentrated in vacuo, diluted with water, and extracted...